From a dataset of the Open Reaction Database (ORD), a public repository of structured organic reaction records. describe an organic reaction: reactants, conditions, products, and yield Starting materials: CS(=O)C=1NC=CC1[N+](=O)[O-] (2-methylsulphinyl-3-nitropyrrole), CC1=C(N=CN1)CSCCN (2-(5-methyl-4-imidazolylmethylthio)ethylamine). The solvent is CO (methanol). Yields the product CC1=C(N=CN1)CSCCNC=1NC=CC1[N+](=O)[O-] (2-[2-(5-methyl-4-imidazolylmethylthio)ethylamino]-3-nitropyrrole). Isolated yield 34.1%. Reaction SMILES: CS([C:4]1[NH:5][CH:6]=[CH:7][C:8]=1[N+:9]([O-:11])=[O:10])=O.[CH3:12][C:13]1[NH:17][CH:16]=[N:15][C:14]=1[CH2:18][S:19][CH2:20][CH2:21][NH2:22]>CO>[CH3:12][C:13]1[NH:17][CH:16]=[N:15][C:14]=1[CH2:18][S:19][CH2:20][CH2:21][NH:22][C:4]1[NH:5][CH:6]=[CH:7][C:8]=1[N+:9]([O-:11])=[O:10]. Procedure: A solution of 2-methylsulphinyl-3-nitropyrrole (2 g, 0.01 mol) and 2-(5-methyl-4-imidazolylmethylthio)ethylamine (2 g, 0.01 mol) in methanol (50 ml) was refluxed for 7 days and evaporated to dryness. The residue was chromatographed on a silica gel column eluted with ethyl acetate, and the eluate was evaporated to dryness and recrystallised from propan-2-ol to give 2-[2-(5-methyl-4-imidazolylmethylthio)ethylamino]-3-nitropyrrole (0.96 g, 31%) m.p. 161°-162°.